The task is: describe an organic reaction: reactants, conditions, products, and yield. This data is from the Open Reaction Database (ORD), a public repository of structured organic reaction records. Starting materials: CO, Cl, O=N[O-], Nc1ccccc1, [Na+], [Na], O, O=C1C=C(O)CC(C(=O)O)C1. Product: O=C1CC(C(=O)O)CC(O)=C1N=Nc1ccccc1. RXN SMILES: [CH3:26][OH:27].[ClH:20].[N:21]([O-:22])=[O:23].[NH2:13][c:14]1[cH:15][cH:16][cH:17][cH:18][cH:19]1.[Na+:24].[Na:1].[OH2:25].[OH:2][C:3]1=[CH:8][C:7](=[O:9])[CH2:6][CH:5]([C:10](=[O:11])[OH:12])[CH2:4]1>>[OH:2][C:3]1=[C:8]([N:21]=[N:13][c:14]2[cH:15][cH:16][cH:17][cH:18][cH:19]2)[C:7](=[O:9])[CH2:6][CH:5]([C:10](=[O:11])[OH:12])[CH2:4]1. The reactants are [BH3-]C#N, CO, COc1cc(C(O)CN)cc(OC)c1OC, [Na+], COC(=O)Cc1ccc(OCC(C)=O)cc1, c1ccccc1. Yields the product COC(=O)Cc1ccc(OCC(C)NCC(O)c2cc(OC)c(OC)c(OC)c2)cc1. As a reaction SMILES: [C:39]([BH3-:40])#[N:41].[CH3:43][OH:44].[NH2:1][CH2:2][CH:3]([OH:4])[c:5]1[cH:6][c:7]([O:15][CH3:16])[c:8]([O:13][CH3:14])[c:9]([O:11][CH3:12])[cH:10]1.[Na+:42].[O:17]=[C:18]([CH2:19][O:20][c:21]1[cH:22][cH:23][c:24]([CH2:27][C:28](=[O:29])[O:30][CH3:31])[cH:25][cH:26]1)[CH3:32].[cH:33]1[cH:34][cH:35][cH:36][cH:37][cH:38]1>>[NH:1]([CH2:2][CH:3]([OH:4])[c:5]1[cH:6][c:7]([O:15][CH3:16])[c:8]([O:13][CH3:14])[c:9]([O:11][CH3:12])[cH:10]1)[CH:18]([CH2:19][O:20][c:21]1[cH:22][cH:23][c:24]([CH2:27][C:28](=[O:29])[O:30][CH3:31])[cH:25][cH:26]1)[CH3:32]. Reactants: [Li]CCCC (BuLi), BrCCCC=C (5-bromo-1-pentene), C1(CCCCC1)N (Cyclohexylamine), O1CC(CC=C1)=O (pyran-3-one). The solvent is C1CCOC1 (THF), C1=CC=CC=C1 (benzene). Reaction conditions: time 30 minute. Yields the product C(CCC=C)C1C(COCC1)=O (4-(pent-4-en-1-yl)dihydro-2H-pyran-3(4H)-one). Reaction SMILES: [CH:1]1(N)[CH2:6][CH2:5]C[CH2:3][CH2:2]1.[O:8]1[CH:13]=[CH:12][CH2:11][C:10](=[O:14])[CH2:9]1.[Li]CCCC.BrCCCC=C>C1C=CC=CC=1.C1COCC1>[CH2:5]([CH:11]1[CH2:12][CH2:13][O:8][CH2:9][C:10]1=[O:14])[CH2:6][CH2:1][CH:2]=[CH2:3]. Procedure: Cyclohexylamine (3.43 ml, 30.0 mmol) was added to pyran-3-one (3000 mg, 30.0 mmol) in benzene (20 mL). The reaction mixture was stirred at RT for 30 min and then refluxed for 2 hr with a dean-stark trap. The benzene was then distilled off and the residue was redissolved in THF (2 mL) and added to BuLi (13.18 ml, 33.0 mmol) in THF (Volume: 30.000 ml) at 0° C. The reaction mixture was stirred at 0° C. for 1 h before 5-bromo-1-pentene (5582 mg, 37.5 mmol) was added. The reaction mixture was stirred... Starting materials: ClCC=1OC2=C(N1)C=C(C(=C2OC)OC)OC (2-Chloromethyl-5,6,7-trimethoxybenzoxazole), N1CCNCC1 (piperazine). Yields the product COC=1C(=C(C2=C(N=C(O2)CN2CCN(CC2)CC=2OC3=C(N2)C=C(C(=C3OC)OC)OC)C1)OC)OC (N,N′-bis[(5,6,7-trimethoxybenzoxazol-2-yl)methyl]piperazine). Reaction SMILES: Cl[CH2:2][C:3]1[O:4][C:5]2[C:11]([O:12][CH3:13])=[C:10]([O:14][CH3:15])[C:9]([O:16][CH3:17])=[CH:8][C:6]=2[N:7]=1.[NH:18]1[CH2:23][CH2:22][NH:21][CH2:20][CH2:19]1>>[CH3:17][O:16][C:9]1[C:10]([O:14][CH3:15])=[C:11]([O:12][CH3:13])[C:5]2[O:4][C:3]([CH2:2][N:18]3[CH2:23][CH2:22][N:21]([CH2:2][C:3]4[O:4][C:5]5[C:11]([O:12][CH3:13])=[C:10]([O:14][CH3:15])[C:9]([O:16][CH3:17])=[CH:8][C:6]=5[N:7]=4)[CH2:20][CH2:19]3)=[N:7][C:6]=2[CH:8]=1. Procedure details: 2-Chloromethyl-5,6,7-trimethoxybenzoxazole (156 mg) and piperazine (23 mg) were reacted in the same manner as in Example 1 to obtain the title compound as a free base.